From a dataset of the Open Reaction Database (ORD), a public repository of structured organic reaction records. describe an organic reaction: reactants, conditions, products, and yield The reactants are O=C(O)c1cc(Br)nc(Br)c1, CO, Cl, O. Product: COc1cc(C(=O)O)cc(Br)n1. RXN SMILES: [Br:1][c:2]1[cH:3][c:4]([C:5](=[O:6])[OH:7])[cH:8][c:9]([Br:11])[n:10]1.[CH3:13][OH:14].[ClH:12].[OH2:15]>>[Br:1][c:2]1[cH:3][c:4]([C:5](=[O:6])[OH:7])[cH:8][c:9]([O:14][CH3:13])[n:10]1. The reactants are C1CC(=O)N(C1=O)OC(=O)CCSSCCC(=O)NCCNC(=O)CCCC[C@H]2[C@@H]3[C@H](CS2)NC(=O)N3 (NHS-SS-biotin), Sephadex, C([O-])([O-])=O (carbonate). The solvent is P(=O)([O-])([O-])[O-] (phosphate). Product: OC(=O)CCCC[C@@H]1SC[C@@H]2NC(=O)N[C@H]12 (biotin). RXN SMILES: C1C(=O)N(OC(CCSSCCC(NCCN[C:23]([CH2:25][CH2:26][CH2:27][CH2:28][C@@H:29]2[S:33][CH2:32][C@@H:31]3[NH:34][C:35]([NH:37][C@H:30]23)=[O:36])=[O:24])=O)=O)C(=O)C1.C(=O)([O-])[O-:39]>P([O-])([O-])([O-])=O>[OH:39][C:23]([CH2:25][CH2:26][CH2:27][CH2:28][C@H:29]1[C@@H:30]2[C@@H:31]([NH:34][C:35]([NH:37]2)=[O:36])[CH2:32][S:33]1)=[O:24]. Procedure: BSA (manufactured by Oriental Yeast K.K., F-V; 30 mg) was dissolved in 0.1M phosphate buffer (pH 7.0; 1 ml), and thereto was added an NHS-SS-biotin solution (manufactured by Pierce Chemical Co., 16.8 mg/ml in 0.1M phosphate buffer, pH 7.0; 1 ml) and the mixture was reacted at 30° C. for 1 hour. The reaction solution was centrifuged and the supernatant was subjected to Sephadex G-25 column (φ1.5 cm×30 cm, eluent: 50 mM carbonate buffer, pH 9.6) to give a biotin-BSA fraction. The reactants are C=CCOC(=O)COc1ccc(COc2cccc(C(=O)c3ccccc3)c2N)cc1, ClCCl, O=C(Cl)OCc1cccc2c1Cc1ccccc1-2, c1ccncc1. The product is C=CCOC(=O)COc1ccc(COc2cccc(C(=O)c3ccccc3)c2NC(=O)OCc2cccc3c2Cc2ccccc2-3)cc1. Reaction SMILES: [CH2:1]([CH:2]=[CH2:3])[O:4][C:5]([CH2:6][O:7][c:8]1[cH:9][cH:10][c:11]([CH2:14][O:15][c:16]2[c:17]([NH2:30])[c:18]([C:22]([c:23]3[cH:24][cH:25][cH:26][cH:27][cH:28]3)=[O:29])[cH:19][cH:20][cH:21]2)[cH:12][cH:13]1)=[O:31].[Cl:56][CH2:57][Cl:58].[c:38]1([CH2:51][O:52][C:53](=[O:54])[Cl:55])[cH:39][cH:40][cH:41][c:42]2[c:50]1[CH2:49][c:48]1[c:43]-2[cH:44][cH:45][cH:46][cH:47]1.[cH:32]1[cH:33][cH:34][n:35][cH:36][cH:37]1>>[CH2:1]([CH:2]=[CH2:3])[O:4][C:5]([CH2:6][O:7][c:8]1[cH:9][cH:10][c:11]([CH2:14][O:15][c:16]2[c:17]([NH:30][C:53]([O:52][CH2:51][c:38]3[cH:39][cH:40][cH:41][c:42]4[c:50]3[CH2:49][c:48]3[c:43]-4[cH:44][cH:45][cH:46][cH:47]3)=[O:54])[c:18]([C:22]([c:23]3[cH:24][cH:25][cH:26][cH:27][cH:28]3)=[O:29])[cH:19][cH:20][cH:21]2)[cH:12][cH:13]1)=[O:31]. The reactants are NC1=NC(c2ccc(Br)cc2)CO1, O=C([O-])[O-], COCCOC, CCOC(C)=O, [Na+], [Na+], OB(O)c1ccc(F)cc1. The product is NC1=NC(c2ccc(-c3ccc(F)cc3)cc2)CO1. Reaction SMILES: [Br:1][c:2]1[cH:3][cH:4][c:5]([CH:8]2[N:9]=[C:10]([NH2:13])[O:11][CH2:12]2)[cH:6][cH:7]1.[C:14](=[O:15])([O-:16])[O-:17].[CH3:30][O:31][CH2:32][CH2:33][O:34][CH3:35].[CH3:36][CH2:37][O:38][C:39]([CH3:40])=[O:41].[Na+:18].[Na+:19].[OH:20][B:21]([OH:22])[c:23]1[cH:24][cH:25][c:26]([F:27])[cH:28][cH:29]1>>[c:2]1(-[c:23]2[cH:24][cH:25][c:26]([F:27])[cH:28][cH:29]2)[cH:3][cH:4][c:5]([CH:8]2[N:9]=[C:10]([NH2:13])[O:11][CH2:12]2)[cH:6][cH:7]1.